This data is from the Open Reaction Database (ORD), a public repository of structured organic reaction records. The task is: describe an organic reaction: reactants, conditions, products, and yield Starting materials: CC(C)([O-])C.[K+] (potassium tert-butoxide), OC1=CC=NC=C1 (4-hydroxypyridine), BrCC(=O)OC(C1=CC=CC=C1)C1=CC=CC=C1 (diphenylmethyl bromoacetate). Solvent: C1CCOC1 (THF). Yields the product C1(=CC=CC=C1)C(OC(=O)CN1C=CC(C=C1)=O)C1=CC=CC=C1 (1-Diphenylmethoxycarbonylmethyl-4-pyridone). Isolated yield 68.9%. As a reaction SMILES: [OH:1][C:2]1[CH:7]=[CH:6][N:5]=[CH:4][CH:3]=1.CC(C)([O-])C.[K+].Br[CH2:15][C:16]([O:18][CH:19]([C:26]1[CH:31]=[CH:30][CH:29]=[CH:28][CH:27]=1)[C:20]1[CH:25]=[CH:24][CH:23]=[CH:22][CH:21]=1)=[O:17]>C1COCC1>[C:20]1([CH:19]([C:26]2[CH:31]=[CH:30][CH:29]=[CH:28][CH:27]=2)[O:18][C:16]([CH2:15][N:5]2[CH:6]=[CH:7][C:2](=[O:1])[CH:3]=[CH:4]2)=[O:17])[CH:21]=[CH:22][CH:23]=[CH:24][CH:25]=1 |f:1.2|. Reported procedure: 1.37 g of 4-hydroxypyridine was dissolved in 16 ml of THF, then 1.63 g of potassium tert-butoxide was added and reacted overnight. Thereafter, 3.12 g of diphenylmethyl bromoacetate was added and reacted for 6 hours. After the reaction, the solvent was removed, the residue was dissolved in chloroform and washed with water. This was dried over magnesium sulfate, the solvent was removed, and the residue was purified on silica gel chromatography using chloroform-methanol (20:1) to obtain 2.25 g of t... Yields the product C1(=CC=CC=C1)C1=CCNCCS1 (7-Phenyl-2,3,4,5-tetrahydro-1,4-thiazepine). Run in C(C)OCC (diethyl ether). Conditions: temperature 0 celsius, time 8 hour. As a reaction SMILES: [C:1]1([C:7]2[S:13][CH2:12][CH2:11][NH:10][C:9](=O)[CH:8]=2)[CH:6]=[CH:5][CH:4]=[CH:3][CH:2]=1.[H-].[Al+3].[Li+].[H-].[H-].[H-]>C(OCC)C>[C:1]1([C:7]2[S:13][CH2:12][CH2:11][NH:10][CH2:9][CH:8]=2)[CH:2]=[CH:3][CH:4]=[CH:5][CH:6]=1 |f:1.2.3.4.5.6|. Procedure: 3,4-Dihydro-7-phenyl-1,4-thiazepin-5(2H)-one (3.30 g, 16.2 mm cl) is added to 50 mL of absolute diethyl ether. The reaction mixture is then cooled to 0° C. and lithium aluminum hydride (16.7 mL of a 1M ethereal solution) is added. The reaction mixture is then stirred overnight at room temperature and is quenched by the addition of 2.5 mL of water followed by 5 mL of 10% aqueous sodium hydroxide solution. The solids are filtered and washed with absolute ethanol. The filtrates are combined and con... Isolated yield 53.0%. The reactants are [H-].[Al+3].[Li+].[H-].[H-].[H-] (lithium aluminum hydride), ethereal solution, C1(=CC=CC=C1)C1=CC(NCCS1)=O (3,4-Dihydro-7-phenyl-1,4-thiazepin-5(2H)-one). Reactants: NC1=NN(C2=CC=CC(=C12)OC)CC=1C=C(C#N)C=CC1 (3-{[3-amino-4-(methyloxy)-1H-indazol-1-yl]methyl}benzonitrile), Intermediate 2, ClC1=CC=C(S1)S(=O)(=O)Cl (5-chloro-2-thiophenesulfonyl chloride), N1=CC=CC=C1 (pyridine). The product is ClC1=CC=C(S1)S(=O)(=O)NC1=NN(C2=CC=CC(=C12)OC)CC1=CC(=CC=C1)C#N (5-Chloro-N-[1-[(3-cyanophenyl)methyl]-4-(methyloxy)-1H-indazol-3-yl]-2-thiophenesulfonamide). The yield is 85.0%. As a reaction SMILES: [NH2:1][C:2]1[C:10]2[C:5](=[CH:6][CH:7]=[CH:8][C:9]=2[O:11][CH3:12])[N:4]([CH2:13][C:14]2[CH:15]=[C:16]([CH:19]=[CH:20][CH:21]=2)[C:17]#[N:18])[N:3]=1.[Cl:22][C:23]1[S:27][C:26]([S:28](Cl)(=[O:30])=[O:29])=[CH:25][CH:24]=1.N1C=CC=CC=1>>[Cl:22][C:23]1[S:27][C:26]([S:28]([NH:1][C:2]2[C:10]3[C:5](=[CH:6][CH:7]=[CH:8][C:9]=3[O:11][CH3:12])[N:4]([CH2:13][C:14]3[CH:21]=[CH:20][CH:19]=[C:16]([C:17]#[N:18])[CH:15]=3)[N:3]=2)(=[O:30])=[O:29])=[CH:25][CH:24]=1. Reported procedure: To 3-{[3-amino-4-(methyloxy)-1H-indazol-1-yl]methyl}benzonitrile (for a preparation see Intermediate 2) (7.89 g, 28.3 mmol) was added a solution of 5-chloro-2-thiophenesulfonyl chloride (Aldrich) (6.15 g, 28.3 mmol) in pyridine (9.17 mL, 113 mmol) under nitrogen at room temperature. Reaction was exothermic and went deep red. After 40 minutes the reaction mixture was separated between ethyl acetate (500 mL) and 2N hydrochloric acid (500 mL). The aqueous phase was washed with ethyl acetate (400 mL... The reactants are CC(C)(C)OC(=O)NN, CSCCC(NC(=O)OC(C)(C)C)C(=O)O, CC#N. The product is CSCCC(NC(=O)OC(C)(C)C)C(=O)NNC(=O)OC(C)(C)C. Reaction SMILES: [C:17]([NH:18][NH2:19])(=[O:20])[O:21][C:22]([CH3:23])([CH3:24])[CH3:25].[C:1](=[O:2])([O:3][C:4]([CH3:5])([CH3:6])[CH3:7])[NH:8][CH:9]([CH2:10][CH2:11][S:12][CH3:13])[C:14](=[O:15])[OH:16].[CH3:26][C:27]#[N:28]>>[C:1](=[O:2])([O:3][C:4]([CH3:5])([CH3:6])[CH3:7])[NH:8][CH:9]([CH2:10][CH2:11][S:12][CH3:13])[C:14](=[O:16])[NH:19][NH:18][C:17](=[O:20])[O:21][C:22]([CH3:23])([CH3:24])[CH3:25].